This data is from the Open Reaction Database (ORD), a public repository of structured organic reaction records. The task is: describe an organic reaction: reactants, conditions, products, and yield The reactants are CO, CNC(C(=O)NC(C(=O)N(C)C(C=C(C)C(=O)N1CCCC1C(=O)OC)C(C)C)C(C)(C)C)C(C)(C)c1cccc(Cl)c1, O=C(O)C(F)(F)F, [Li+], [OH-], O. Yields the product CNC(C(=O)NC(C(=O)N(C)C(C=C(C)C(=O)N1CCCC1C(=O)O)C(C)C)C(C)(C)C)C(C)(C)c1cccc(Cl)c1, O=C(O)C(F)(F)F. As a reaction SMILES: [CH3:53][OH:54].[Cl:8][c:9]1[cH:10][c:11]([C:15]([CH:16]([C:17](=[O:18])[NH:19][CH:20]([C:21](=[O:22])[N:23]([CH:24]([CH:25]=[C:26]([C:27](=[O:28])[N:29]2[CH:30]([C:34](=[O:35])[O:36][CH3:37])[CH2:31][CH2:32][CH2:33]2)[CH3:38])[CH:39]([CH3:40])[CH3:41])[CH3:42])[C:43]([CH3:44])([CH3:45])[CH3:46])[NH:47][CH3:48])([CH3:49])[CH3:50])[cH:12][cH:13][cH:14]1.[F:1][C:2]([C:3](=[O:4])[OH:5])([F:6])[F:7].[Li+:51].[OH-:52].[OH2:55]>>[Cl:8][c:9]1[cH:10][c:11]([C:15]([CH:16]([C:17](=[O:18])[NH:19][CH:20]([C:21](=[O:22])[N:23]([CH:24]([CH:25]=[C:26]([C:27](=[O:28])[N:29]2[CH:30]([C:34](=[O:35])[OH:36])[CH2:31][CH2:32][CH2:33]2)[CH3:38])[CH:39]([CH3:40])[CH3:41])[CH3:42])[C:43]([CH3:44])([CH3:45])[CH3:46])[NH:47][CH3:48])([CH3:49])[CH3:50])[cH:12][cH:13][cH:14]1.[F:1][C:2]([C:3](=[O:4])[OH:5])([F:6])[F:7]. Reactants: CC(C)(C)OC(=O)N1CCN(C(=O)c2ccc(I)cc2)CC1, O=C1NC(COC(=O)c2ccccc2)CO1. Product: CC(C)(C)OC(=O)N1CCN(C(=O)c2ccc(N3C(=O)OCC3COC(=O)c3ccccc3)cc2)CC1. Reaction SMILES: [C:1]([CH3:2])([CH3:3])([CH3:4])[O:5][C:6](=[O:7])[N:8]1[CH2:9][CH2:10][N:11]([C:14]([c:15]2[cH:16][cH:17][c:18]([I:21])[cH:19][cH:20]2)=[O:22])[CH2:12][CH2:13]1.[O:23]=[C:24]1[O:25][CH2:26][CH:27]([CH2:29][O:30][C:31]([c:32]2[cH:33][cH:34][cH:35][cH:36][cH:37]2)=[O:38])[NH:28]1>>[C:1]([CH3:2])([CH3:3])([CH3:4])[O:5][C:6](=[O:7])[N:8]1[CH2:9][CH2:10][N:11]([C:14]([c:15]2[cH:16][cH:17][c:18]([N:28]3[C:24](=[O:23])[O:25][CH2:26][CH:27]3[CH2:29][O:30][C:31]([c:32]3[cH:33][cH:34][cH:35][cH:36][cH:37]3)=[O:38])[cH:19][cH:20]2)=[O:22])[CH2:12][CH2:13]1. Starting materials: FC1=C(C(=CC=C1N)F)NC1=NC=CC=C1C1=C2N=CN(C2=NC=N1)C1OCCCC1 (2,6-difluoro-N1-(3-(9-(tetrahydro-2H-pyran-2-yl)-9H-purin-6-yl)pyridin-2-yl)benzene-1,3-diamine), target compound, S1C=C(C=C1)S(=O)(=O)Cl (thiophene-3-sulfonyl chloride), N1=CC=CC=C1 (pyridine). Run in ClCCl (dichloromethane). Run at temperature 50 celsius, time 2 hour. Yields the product FC1=C(C=CC(=C1NC1=NC=CC=C1C1=C2N=CN(C2=NC=N1)C1OCCCC1)F)NS(=O)(=O)C1=CSC=C1 (N-(2,4-difluoro-3-(3-(9-(tetrahydro-2H-pyran-2-yl)-9H-purin-6-yl)pyridin-2-ylamino)phenyl)thiophene-3-sulfonamide). Isolated yield 94.0%. Reaction SMILES: [F:1][C:2]1[C:7]([NH2:8])=[CH:6][CH:5]=[C:4]([F:9])[C:3]=1[NH:10][C:11]1[C:16]([C:17]2[N:25]=[CH:24][N:23]=[C:22]3[C:18]=2[N:19]=[CH:20][N:21]3[CH:26]2[CH2:31][CH2:30][CH2:29][CH2:28][O:27]2)=[CH:15][CH:14]=[CH:13][N:12]=1.[S:32]1[CH:36]=[CH:35][C:34]([S:37](Cl)(=[O:39])=[O:38])=[CH:33]1.N1C=CC=CC=1>ClCCl>[F:1][C:2]1[C:3]([NH:10][C:11]2[C:16]([C:17]3[N:25]=[CH:24][N:23]=[C:22]4[C:18]=3[N:19]=[CH:20][N:21]4[CH:26]3[CH2:31][CH2:30][CH2:29][CH2:28][O:27]3)=[CH:15][CH:14]=[CH:13][N:12]=2)=[C:4]([F:9])[CH:5]=[CH:6][C:7]=1[NH:8][S:37]([C:34]1[CH:35]=[CH:36][S:32][CH:33]=1)(=[O:39])=[O:38]. Reported procedure: The 2,6-difluoro-N1-(3-(9-(tetrahydro-2H-pyran-2-yl)-9H-purin-6-yl)pyridin-2-yl)benzene-1,3-diamine (20 mg, 0.047 mmol) prepared at Step 9 was added and dissolved into dichloromethane solvent. thiophene-3-sulfonyl chloride (13 mg, 0.07 mmol) and pyridine (8 uL, 0.094 mmol) were added into the reaction solution and stirred at 50° C. for 2 hours. After the reaction, the reactant was washed with 1N aqueous hydrochloric acid solution and salt water. After extraction with dichloromethane, the organic... Starting materials: C(N)(=S)C1=CC=C(C(=O)NC(NC2=CC=C(OCC(=O)OC(C)C)C=C2)=O)C=C1 (isopropyl 4-[3-(4-thiocarbamoylbenzoyl)ureido]phenoxyacetate), IC (iodomethane), CC(=O)C (acetone), resultant product, C(C)(=O)[O-].[NH4+] (ammonium acetate). Run in ClCCl (dichloromethane), CO (methanol). Run at time 8 hour. Product: C(C)(=O)O.C(N)(=N)C1=CC=C(C(=O)NC(NC2=CC=C(OCC(=O)OC(C)C)C=C2)=O)C=C1 (Isopropyl 4-[3-(4-amidinobenzoyl)ureido]phenoxyacetate, acetate salt). Yield: 40.0%. Reaction SMILES: [C:1]([C:4]1[CH:29]=[CH:28][C:7]([C:8]([NH:10][C:11](=[O:27])[NH:12][C:13]2[CH:26]=[CH:25][C:16]([O:17][CH2:18][C:19]([O:21][CH:22]([CH3:24])[CH3:23])=[O:20])=[CH:15][CH:14]=2)=[O:9])=[CH:6][CH:5]=1)(=S)[NH2:2].IC.CC(C)=O.C([O-])(=O)C.[NH4+:40]>ClCCl.CO>[C:19]([OH:21])(=[O:20])[CH3:18].[C:1]([C:4]1[CH:29]=[CH:28][C:7]([C:8]([NH:10][C:11](=[O:27])[NH:12][C:13]2[CH:26]=[CH:25][C:16]([O:17][CH2:18][C:19]([O:21][CH:22]([CH3:24])[CH3:23])=[O:20])=[CH:15][CH:14]=2)=[O:9])=[CH:6][CH:5]=1)(=[NH:40])[NH2:2] |f:3.4,7.8|. Reported procedure: In a similar manner to Example 1, isopropyl 4-[3-(4-thiocarbamoylbenzoyl)ureido]phenoxyacetate (10.88 g) was reacted with iodomethane (60 ml) and acetone (600 ml) at ambient temperature and the resultant product was treated with ammonium acetate (12 g), methanol (220 ml) and dichloromethane (220 ml). This yielded, after filtering the reaction mixture whilst hot and evaporating the filtrate to near dryness, a pale yellow solid, which was slurried in dichloromethane and stirred at ambient temperat... Starting materials: C(C)OC=C(C(=O)OCC)C(C1=C(C(=C(C(=C1)F)F)F)F)=O (ethyl 3-ethoxy-2-(2,3,4,5-tetrafluorobenzoyl)acrylate), FC1=C(C(=O)CC(=O)OCC)C=C(C(=C1F)F)F (ethyl 2,3,4,5-tetrafluorobenzoylacetate), NC1=NC(=C(C=C1F)F)NC(C)(C)C (2-amino-6-(t-butylamino)-3,5-difluoropyridine), NC(C(=O)[O-])=C (aminoacrylate). Solvent: C(Cl)(Cl)Cl (chloroform). Conditions: temperature 90 celsius, time 15 minute. Yields the product C(C)(C)(C)NC1=C(C=C(C(=N1)N1C=C(C(C2=CC(=C(C(=C12)F)F)F)=O)C(=O)OCC)F)F (ethyl 1-[6-(t-butylamino)-3,5-difluoropyridin-2-yl]-6,7,8-trifluoro-4-oxo-1,4-dihydroquinoline-3-carboxylate). As a reaction SMILES: C(O[CH:4]=[C:5]([C:11](=[O:22])[C:12]1[CH:17]=[C:16]([F:18])[C:15]([F:19])=[C:14]([F:20])[C:13]=1F)[C:6]([O:8][CH2:9][CH3:10])=[O:7])C.FC1C(F)=C(F)C(F)=CC=1C(CC(OCC)=O)=O.[NH2:41][C:42]1[C:47]([F:48])=[CH:46][C:45]([F:49])=[C:44]([NH:50][C:51]([CH3:54])([CH3:53])[CH3:52])[N:43]=1.NC(=C)C([O-])=O>C(Cl)(Cl)Cl>[C:51]([NH:50][C:44]1[N:43]=[C:42]([N:41]2[C:13]3[C:12](=[CH:17][C:16]([F:18])=[C:15]([F:19])[C:14]=3[F:20])[C:11](=[O:22])[C:5]([C:6]([O:8][CH2:9][CH3:10])=[O:7])=[CH:4]2)[C:47]([F:48])=[CH:46][C:45]=1[F:49])([CH3:54])([CH3:52])[CH3:53]. Procedure details: To 1 ml chloroform solution of ethyl 3-ethoxy-2-(2,3,4,5-tetrafluorobenzoyl)acrylate prepared from 0.27 g of ethyl 2,3,4,5-tetrafluorobenzoylacetate by normal process was added 2-amino-6-(t-butylamino)-3,5-difluoropyridine until completion of the conversion into the aminoacrylate form was confirmed by monitoring the reaction by TLC. The solution was concentrated under reduced pressure. To the residue were added 0.6 g of anhydrous potassium carbonate and 1 ml of N,N-dimethylformamide, and the mix...